From a dataset of the Open Reaction Database (ORD), a public repository of structured organic reaction records. describe an organic reaction: reactants, conditions, products, and yield The reactants are Fc1cccc(CCl)c1, [K+], [K+], O=[N+]([O-])c1ccc2[nH]ncc2c1, O=C([O-])[O-], CN(C)C=O, O. The product is O=[N+]([O-])c1ccc2c(cnn2Cc2cccc(F)c2)c1. As a reaction SMILES: [F:13][c:14]1[cH:15][c:16]([CH2:17][Cl:18])[cH:19][cH:20][cH:21]1.[K+:22].[K+:23].[N+:1](=[O:2])([O-:3])[c:4]1[cH:5][c:6]2[cH:7][n:8][nH:9][c:10]2[cH:11][cH:12]1.[O-:24][C:25]([O-:26])=[O:27].[O:29]=[CH:30][N:31]([CH3:32])[CH3:33].[OH2:28]>>[N+:1](=[O:2])([O-:3])[c:4]1[cH:5][c:6]2[cH:7][n:8][n:9]([CH2:17][c:16]3[cH:15][c:14]([F:13])[cH:21][cH:20][cH:19]3)[c:10]2[cH:11][cH:12]1.